This data is from the Open Reaction Database (ORD), a public repository of structured organic reaction records. The task is: describe an organic reaction: reactants, conditions, products, and yield Reactants: C1CCOC1, CN([SiH](C)C)[Si](C)(C)C, [Li], CC(=O)Nc1nc(C)c(-c2cc(N)c(Cl)nn2)s1, O, O=S(=O)(Cl)c1ccccc1. Yields the product CC(=O)Nc1nc(C)c(-c2cc(NS(=O)(=O)c3ccccc3)c(Cl)nn2)s1. As a reaction SMILES: [CH2:29]1[O:30][CH2:31][CH2:32][CH2:33]1.[CH3:1][SiH:2]([CH3:3])[N:4]([CH3:5])[Si:6]([CH3:7])([CH3:8])[CH3:9].[Li:10].[NH2:11][c:12]1[cH:13][c:14](-[c:19]2[c:20]([CH3:28])[n:21][c:22]([NH:24][C:25]([CH3:26])=[O:27])[s:23]2)[n:15][n:16][c:17]1[Cl:18].[OH2:44].[c:34]1([S:40](=[O:41])(=[O:42])[Cl:43])[cH:35][cH:36][cH:37][cH:38][cH:39]1>>[NH:11]([c:12]1[cH:13][c:14](-[c:19]2[c:20]([CH3:28])[n:21][c:22]([NH:24][C:25]([CH3:26])=[O:27])[s:23]2)[n:15][n:16][c:17]1[Cl:18])[S:40]([c:34]1[cH:35][cH:36][cH:37][cH:38][cH:39]1)(=[O:41])=[O:42].